Dataset: the Open Reaction Database (ORD), a public repository of structured organic reaction records. Task: describe an organic reaction: reactants, conditions, products, and yield Reported procedure: To a solution of 0.300 g (0.820 mmol) of 5-[4-(4-chlorobenzoyl)benzoyl]-4,5,6,7-tetrahydrofuro[3,2-c]pyridine in 20 ml of acetic acid, 0.11 ml (1.23 mmol) of 50% aqueous dimethylamine and 0.10 ml (1.23 mmol) of 37% aqueous formaldehyde were added, followed by stirring at 100° C. for 120 minutes. After the solvent was distilled off under reduced pressure, the residual solution was alkalified with 5% aqueous sodium hydrogen carbonate, and extracted with dichloromethane 2 times. The combined organi... Solvent: C(C)(=O)O (acetic acid). As a reaction SMILES: [Cl:1][C:2]1[CH:26]=[CH:25][C:5]([C:6]([C:8]2[CH:24]=[CH:23][C:11]([C:12]([N:14]3[CH2:19][CH2:18][C:17]4[O:20][CH:21]=[CH:22][C:16]=4[CH2:15]3)=[O:13])=[CH:10][CH:9]=2)=[O:7])=[CH:4][CH:3]=1.[CH3:27][NH:28][CH3:29].[CH2:30]=O>C(O)(=O)C>[CH3:27][N:28]([CH2:30][C:21]1[O:20][C:17]2[CH2:18][CH2:19][N:14]([C:12](=[O:13])[C:11]3[CH:23]=[CH:24][C:8]([C:6](=[O:7])[C:5]4[CH:4]=[CH:3][C:2]([Cl:1])=[CH:26][CH:25]=4)=[CH:9][CH:10]=3)[CH2:15][C:16]=2[CH:22]=1)[CH3:29]. Yields the product CN(C)CC1=CC=2CN(CCC2O1)C(C1=CC=C(C=C1)C(C1=CC=C(C=C1)Cl)=O)=O (N,N-dimethyl-[5-[4-(4-chlorobenzoyl)benzoyl]-4,5,6,7-tetrahydrofuro[3,2-c]pyridin-2-ylmethyl]amine). Run at temperature 100 celsius, time 120 minute. Starting materials: ClC1=CC=C(C(=O)C2=CC=C(C(=O)N3CC4=C(CC3)OC=C4)C=C2)C=C1 (5-[4-(4-chlorobenzoyl)benzoyl]-4,5,6,7-tetrahydrofuro[3,2-c]pyridine), CNC (dimethylamine), C=O (formaldehyde). Reactants: C(CN)N (ethane-1, 2-diamine), BrC1=CC=C(S1)S(=O)(=O)Cl (5-bromothiophene-2-sulfonyl chloride), O (Water). Solvent: C(Cl)Cl (CH2Cl2). Run at temperature 0 celsius. The product is NCCNS(=O)(=O)C=1SC(=CC1)Br (N-(2-aminoethyl)-5-bromothiophene-2-sulfonamide). Yield: 91.7%. As a reaction SMILES: [Br:1][C:2]1[S:6][C:5]([S:7](Cl)(=[O:9])=[O:8])=[CH:4][CH:3]=1.[CH2:11]([NH2:14])[CH2:12][NH2:13].O>C(Cl)Cl>[NH2:13][CH2:12][CH2:11][NH:14][S:7]([C:5]1[S:6][C:2]([Br:1])=[CH:3][CH:4]=1)(=[O:9])=[O:8]. Procedure: A mixture of 5-bromothiophene-2-sulfonyl chloride (2.5 g, 9.6 mmol, 1.0 eq) in CH2Cl2 (100 mL) was stirred at 0° C., ethane-1, 2-diamine (2.3 g, 38.24 mmol, 4 eq) was added drop-wise. Then, the mixture was stirred at 0° C. for 0.5 h. Water was added and extracted with EA (6×80 ml). The combined organic layers were dried (Na2SO4), filtered and concentrated to give N-(2-aminoethyl)-5-bromothiophene-2-sulfonamide (2.51 g, 92.0%). LC-MS (m/z)=284.1 [M+H]+. The reactants are CN1CCC(CC1)=C1C2=C(CCC3=C1C=C(C=C3)Br)C=CC=C2 (1-methyl-4-(3-bromo-10,11-dihydro-5H-dibenzo[a,d]cyclohepten-5-ylidene)piperidine), [C-]#N.[Na+] (sodium cyanide), O (water), cuprous cyanide, CN(C=O)C (dimethylformamide). Run in C1=CC=CC=C1 (benzene), C(Cl)(Cl)Cl (chloroform), C(Cl)(Cl)Cl (chloroform). The product is CN1CCC(CC1)=C1C2=C(CCC3=C1C=C(C=C3)C#N)C=CC=C2 (1-methyl-4-(3-cyano-10,11-dihydro-5H-dibenzo[a,d]-cyclohepten-5-ylidene)piperidine). RXN SMILES: [CH3:1][N:2]1[CH2:7][CH2:6][C:5](=[C:8]2[C:14]3[CH:15]=[C:16](Br)[CH:17]=[CH:18][C:13]=3[CH2:12][CH2:11][C:10]3[CH:20]=[CH:21][CH:22]=[CH:23][C:9]2=3)[CH2:4][CH2:3]1.[CH3:24][N:25](C)C=O.O.[C-]#N.[Na+]>C(Cl)(Cl)Cl.C1C=CC=CC=1>[CH3:1][N:2]1[CH2:7][CH2:6][C:5](=[C:8]2[C:14]3[CH:15]=[C:16]([C:24]#[N:25])[CH:17]=[CH:18][C:13]=3[CH2:12][CH2:11][C:10]3[CH:20]=[CH:21][CH:22]=[CH:23][C:9]2=3)[CH2:4][CH2:3]1 |f:3.4|. Procedure: A mixture of 9.17 gm. (0.0249 mol) of 1-methyl-4-(3-bromo-10,11-dihydro-5H-dibenzo[a,d]cyclohepten-5-ylidene)piperidine, 4.58 gm. (0.0498 mol) of cuprous cyanide, and 30 ml. of dry dimethylformamide is stirred and heated under reflux for 6.5 hr. To the cooled solution (25° C.) is added 54 ml. of water, 27 ml. of a saturated aqueous solution of sodium cyanide, and 75 ml. of benzene. The mixture is stirred until a two phase system is obtained. The benzene phase is removed and the aqueous phase is ... Starting materials: [Br-], [Mg+]C1CCCCC1, Cc1nn(-c2cccc(Cl)c2)cc1C=O, C1CCOC1. Product: Cc1nn(-c2cccc(Cl)c2)cc1C(O)C1CCCCC1. As a reaction SMILES: [Br-:16].[CH:17]1([Mg+:23])[CH2:18][CH2:19][CH2:20][CH2:21][CH2:22]1.[Cl:1][c:2]1[cH:3][c:4](-[n:8]2[n:9][c:10]([CH3:15])[c:11]([CH:13]=[O:14])[cH:12]2)[cH:5][cH:6][cH:7]1.[O:24]1[CH2:25][CH2:26][CH2:27][CH2:28]1>>[Cl:1][c:2]1[cH:3][c:4](-[n:8]2[n:9][c:10]([CH3:15])[c:11]([CH:13]([OH:14])[CH:17]3[CH2:18][CH2:19][CH2:20][CH2:21][CH2:22]3)[cH:12]2)[cH:5][cH:6][cH:7]1. Starting materials: CCOC(=O)c1c(NC(=O)C(CC)CC)sc2c1CCCC2, NCc1ccccc1. Yields the product CCC(CC)C(=O)Nc1sc2c(c1C(=O)NCc1ccccc1)CCCC2. Reaction SMILES: [CH2:1]([CH3:2])[CH:3]([C:4](=[O:5])[NH:6][c:7]1[s:8][c:9]2[c:10]([c:11]1[C:12]([O:14][CH2:13][CH3:15])=[O:16])[CH2:17][CH2:18][CH2:19][CH2:20]2)[CH2:21][CH3:22].[NH2:23][CH2:24][c:25]1[cH:26][cH:27][cH:28][cH:29][cH:30]1>>[CH2:1]([CH3:2])[CH:3]([C:4](=[O:5])[NH:6][c:7]1[s:8][c:9]2[c:10]([c:11]1[C:12](=[O:14])[NH:23][CH2:24][c:25]1[cH:26][cH:27][cH:28][cH:29][cH:30]1)[CH2:17][CH2:18][CH2:19][CH2:20]2)[CH2:21][CH3:22]. Reactants: C1(=CC=C(C=C1)S(=O)(=O)Cl)C (p-toluenesulphonyl chloride), C1(=CC=CC=C1)C1(C=CC=2C(=NNC2C1)C(=O)O)C1=CC=CC=C1 (6,6-diphenyl-6,7-dihydro-1H-indazol-3-carboxylic acid). Solvent: C(C)OCC (diethyl ether), O (water), [OH-].[Na+] (sodium hydroxide), O (water). Reaction conditions: temperature 20 celsius. Product: C1(=CC=CC=C1)C1(C=CC=2C(=NN(C2C1)S(=O)(=O)C1=CC=C(C=C1)C)C(=O)O)C1=CC=CC=C1 (6,6-diphenyl-1-(4-toluenesulphonyl)-6,7-dihydro-1H-indazol-3-carboxylic acid). Yield: 63.2%. RXN SMILES: [C:1]1([CH3:11])[CH:6]=[CH:5][C:4]([S:7](Cl)(=[O:9])=[O:8])=[CH:3][CH:2]=1.[C:12]1([C:18]2([C:30]3[CH:35]=[CH:34][CH:33]=[CH:32][CH:31]=3)[CH2:26][C:25]3[NH:24][N:23]=[C:22]([C:27]([OH:29])=[O:28])[C:21]=3[CH:20]=[CH:19]2)[CH:17]=[CH:16][CH:15]=[CH:14][CH:13]=1>C(OCC)C.O.[OH-].[Na+]>[C:30]1([C:18]2([C:12]3[CH:17]=[CH:16][CH:15]=[CH:14][CH:13]=3)[CH2:26][C:25]3[N:24]([S:7]([C:4]4[CH:5]=[CH:6][C:1]([CH3:11])=[CH:2][CH:3]=4)(=[O:9])=[O:8])[N:23]=[C:22]([C:27]([OH:29])=[O:28])[C:21]=3[CH:20]=[CH:19]2)[CH:31]=[CH:32][CH:33]=[CH:34][CH:35]=1 |f:4.5|. Procedure: A solution of 1 g of p-toluenesulphonyl chloride in 10 cm3 of diethyl ether is added, at a temperature in the region of 20° C., to a solution of 1 g of 6,6-diphenyl-6,7-dihydro-1H-indazol-3-carboxylic acid in 10 cm3 of water and 10 cm3 of a normal aqueous sodium hydroxide solution. The reaction mixture, which sets to a solid after about ten minutes of vigorous stirring, is diluted with 10 cm3 of water. After stirring for about eighteen hours at a temperature in the region of 20° C., the reaction...